This data is from the Open Reaction Database (ORD), a public repository of structured organic reaction records. The task is: describe an organic reaction: reactants, conditions, products, and yield Reactants: C1CCOC1, Cc1ccccc1, CCN(C(C)C)C(C)C, O=C(Cl)OC(Cl)(Cl)Cl, Cl, O=C1OCCNc2c(F)cccc21, Cc1cc(C(=O)N2CCCCc3ccccc32)ccc1CN. The product is Cc1cc(C(=O)N2CCCCc3ccccc32)ccc1CNC(=O)N1CCOC(=O)c2cccc(F)c21. RXN SMILES: [CH2:61]1[O:62][CH2:63][CH2:64][CH2:65]1.[CH3:54][c:55]1[cH:56][cH:57][cH:58][cH:59][cH:60]1.[CH:23]([N:24]([CH:25]([CH3:26])[CH3:27])[CH2:28][CH3:29])([CH3:30])[CH3:31].[Cl:15][C:16](=[O:17])[O:18][C:19]([Cl:20])([Cl:21])[Cl:22].[ClH:14].[F:1][c:2]1[cH:3][cH:4][cH:5][c:6]2[c:7]1[NH:8][CH2:9][CH2:10][O:11][C:12]2=[O:13].[NH2:32][CH2:33][c:34]1[c:35]([CH3:53])[cH:36][c:37]([C:40](=[O:41])[N:42]2[c:43]3[c:44]([cH:49][cH:50][cH:51][cH:52]3)[CH2:45][CH2:46][CH2:47][CH2:48]2)[cH:38][cH:39]1>>[F:1][c:2]1[cH:3][cH:4][cH:5][c:6]2[c:7]1[N:8]([C:16](=[O:17])[NH:32][CH2:33][c:34]1[c:35]([CH3:53])[cH:36][c:37]([C:40](=[O:41])[N:42]3[c:43]4[c:44]([cH:49][cH:50][cH:51][cH:52]4)[CH2:45][CH2:46][CH2:47][CH2:48]3)[cH:38][cH:39]1)[CH2:9][CH2:10][O:11][C:12]2=[O:13].